From a dataset of the Open Reaction Database (ORD), a public repository of structured organic reaction records. describe an organic reaction: reactants, conditions, products, and yield Isolated yield 78.4%. Procedure details: A mixture of 2,5-dihydroxybenzoic acid (4.6 g; 30 mmol), 1,8-diazabicyclo[5.4.0]undec-7-ene (5.0 g; 33 mmol), 4-bromobutyronitrile (4.9 g; 33 mmol) and acetonitrile (70 ml) was heated under reflux overnight. The reaction mixture was added to water (500 ml) and extracted with ethyl acetate (3×100 ml). The combined organic layers were washed with 1N-hydrochloric acid (150 ml) and water (2×150 ml), dried over magnesium sulphate and filtered. The organic solvent was then removed in vacuo. The residu... The reactants are OC1=C(C(=O)O)C=C(C=C1)O (2,5-dihydroxybenzoic acid), N12CCCCCC2=NCCC1 (1,8-diazabicyclo[5.4.0]undec-7-ene), BrCCCC#N (4-bromobutyronitrile), C(C)#N (acetonitrile). Solvent: O (water). Yields the product OC1=C(C(=O)OCCCC#N)C=C(C=C1)O (3-cyanopropyl 2,5-dihydroxybenzoate). RXN SMILES: [OH:1][C:2]1[CH:10]=[CH:9][C:8]([OH:11])=[CH:7][C:3]=1[C:4]([OH:6])=[O:5].[N:12]12CCCN=C1C[CH2:16][CH2:15][CH2:14][CH2:13]2.BrCCCC#N.C(#N)C>O>[OH:1][C:2]1[CH:10]=[CH:9][C:8]([OH:11])=[CH:7][C:3]=1[C:4]([O:6][CH2:16][CH2:15][CH2:14][C:13]#[N:12])=[O:5]. Starting materials: COC(=O)C=1C=C2C(=CN(C2=CC1)C)CC1=CC=C(C=C1)N (3-(4-amino-phenylmethyl)-1-methyl-1H-indole-5-carboxylic acid methyl ester), CCN(C(C)C)C(C)C (DIPEA), C(C1=CC=CC=C1)(=O)Cl (benzoyl chloride), C1CCOC1 (THF). Solvent: CCOCC (ether), C(C)(=O)OCC (ethyl acetate). Yields the product COC(=O)C=1C=C2C(=CN(C2=CC1)C)CC1=CC=C(C=C1)NC(C1=CC=CC=C1)=O (3-(4-benzoylamino-phenylmethyl)-1-methyl-1H-indole-5-carboxylic acid methyl ester). Yield: 82.5%. As a reaction SMILES: [CH3:1][O:2][C:3]([C:5]1[CH:6]=[C:7]2[C:11](=[CH:12][CH:13]=1)[N:10]([CH3:14])[CH:9]=[C:8]2[CH2:15][C:16]1[CH:21]=[CH:20][C:19]([NH2:22])=[CH:18][CH:17]=1)=[O:4].CCN(C(C)C)C(C)C.[C:32](Cl)(=[O:39])[C:33]1[CH:38]=[CH:37][CH:36]=[CH:35][CH:34]=1.C1COCC1>CCOCC.C(OCC)(=O)C>[CH3:1][O:2][C:3]([C:5]1[CH:6]=[C:7]2[C:11](=[CH:12][CH:13]=1)[N:10]([CH3:14])[CH:9]=[C:8]2[CH2:15][C:16]1[CH:17]=[CH:18][C:19]([NH:22][C:32](=[O:39])[C:33]2[CH:38]=[CH:37][CH:36]=[CH:35][CH:34]=2)=[CH:20][CH:21]=1)=[O:4]. Reported procedure: A solution of 3-(4-amino-phenylmethyl)-1-methyl-1H-indole-5-carboxylic acid methyl ester (62 mg, 0.21 mmol), DIPEA (0.06 mL, 0.32 mmol), benzoyl chloride (0.03 mL, 0.23 mmol) and THF (5 mL) was stirred for 10 hr at room temperature. The solution was then diluted with ether (20 mL) and ethyl acetate (20 mL) and washed with aq. NaHCO3 (50 mL). The organic layer was dried over MgSO4, filtered and concentrated. The remaining residue was subjected to flash chromatography (ethyl acetate/hexane, 2:3) t... Starting materials: CO, O=C(O)c1ccc(NCCCCCCCCCCCC#Cc2ccc(Cl)cc2)cc1, [Na+], [Na+], O=C([O-])[O-]. The product is COC(=O)c1ccc(NCCCCCCCCCCCC#Cc2ccc(Cl)cc2)cc1. Reaction SMILES: [CH3:37][OH:38].[Cl:1][c:2]1[cH:3][cH:4][c:5]([C:8]#[C:9][CH2:10][CH2:11][CH2:12][CH2:13][CH2:14][CH2:15][CH2:16][CH2:17][CH2:18][CH2:19][CH2:20][NH:21][c:22]2[cH:23][cH:24][c:25]([C:26](=[O:27])[OH:28])[cH:29][cH:30]2)[cH:6][cH:7]1.[Na+:31].[Na+:32].[O-:33][C:34](=[O:35])[O-:36]>>[Cl:1][c:2]1[cH:3][cH:4][c:5]([C:8]#[C:9][CH2:10][CH2:11][CH2:12][CH2:13][CH2:14][CH2:15][CH2:16][CH2:17][CH2:18][CH2:19][CH2:20][NH:21][c:22]2[cH:23][cH:24][c:25]([C:26](=[O:27])[O:28][CH3:34])[cH:29][cH:30]2)[cH:6][cH:7]1.